Dataset: the Open Reaction Database (ORD), a public repository of structured organic reaction records. Task: describe an organic reaction: reactants, conditions, products, and yield The reactants are ClC1=NC(=NC(=N1)C)N(CC1=CC=C(C=C1)OC)CC1=CC=C(C=C1)OC (4-Chloro-N,N-bis(4-methoxybenzyl)-6-methyl-1,3,5-triazin-2-amine), FC1=NC=C(C=C1B(O)O)C(C)C1=CC=C(C=C1)SC (2-fluoro-5-(1-(4-(methylthio)phenyl)ethyl)pyridin-3-ylboronic acid), C(C)(=O)[O-].[K+] (potassium acetate). The solvent is O1CCOCC1 (1,4-dioxane). Conditions: temperature 100 celsius, time 8 hour. Product: FC1=NC=C(C=C1C1=NC(=NC(=N1)C)N(CC1=CC=C(C=C1)OC)CC1=CC=C(C=C1)OC)C(C)C1=CC=C(C=C1)SC (4-(2-fluoro-5-(1-(4-(methylthio)phenyl)ethyl)pyridin-3-yl)-N,N-bis(4-methoxybenzyl)-6-methyl-1,3,5-triazin-2-amine). Isolated yield 82.2%. As a reaction SMILES: Cl[C:2]1[N:7]=[C:6]([CH3:8])[N:5]=[C:4]([N:9]([CH2:19][C:20]2[CH:25]=[CH:24][C:23]([O:26][CH3:27])=[CH:22][CH:21]=2)[CH2:10][C:11]2[CH:16]=[CH:15][C:14]([O:17][CH3:18])=[CH:13][CH:12]=2)[N:3]=1.[F:28][C:29]1[C:34](B(O)O)=[CH:33][C:32]([CH:38]([C:40]2[CH:45]=[CH:44][C:43]([S:46][CH3:47])=[CH:42][CH:41]=2)[CH3:39])=[CH:31][N:30]=1.C([O-])(=O)C.[K+]>O1CCOCC1>[F:28][C:29]1[C:34]([C:2]2[N:7]=[C:6]([CH3:8])[N:5]=[C:4]([N:9]([CH2:19][C:20]3[CH:25]=[CH:24][C:23]([O:26][CH3:27])=[CH:22][CH:21]=3)[CH2:10][C:11]3[CH:16]=[CH:15][C:14]([O:17][CH3:18])=[CH:13][CH:12]=3)[N:3]=2)=[CH:33][C:32]([CH:38]([C:40]2[CH:41]=[CH:42][C:43]([S:46][CH3:47])=[CH:44][CH:45]=2)[CH3:39])=[CH:31][N:30]=1 |f:2.3|. Reported procedure: 4-Chloro-N,N-bis(4-methoxybenzyl)-6-methyl-1,3,5-triazin-2-amine (1.4126 g, 3.6704 mmol), 2-fluoro-5-(1-(4-(methylthio)phenyl)ethyl)pyridin-3-ylboronic acid (1.2342 g, 4.2390 mmol), Am-Phos (140.4 mg, 0.1983 mmol), and potassium acetate (1.531 g, 15.60 mmol) were suspended in 1,4-dioxane (20 mL) and water (4 mL), and nitrogen was bubbled through the suspension for 15 s. Then, the flask was fitted with a reflux condenser and placed in a preheated oil bath (100° C.), and stirred under nitrogen ove... The reactants are CS(=O)(=O)Cl, Nc1ccccc1SCc1ncon1, O, c1ccncc1. Product: CS(=O)(=O)Nc1ccccc1SCc1ncon1. RXN SMILES: [CH3:1][S:2]([Cl:3])(=[O:4])=[O:5].[NH2:6][c:7]1[c:8]([S:13][CH2:14][c:15]2[n:16][o:17][cH:18][n:19]2)[cH:9][cH:10][cH:11][cH:12]1.[OH2:20].[cH:21]1[cH:22][cH:23][n:24][cH:25][cH:26]1>>[CH3:1][S:2](=[O:4])(=[O:5])[NH:6][c:7]1[c:8]([S:13][CH2:14][c:15]2[n:16][o:17][cH:18][n:19]2)[cH:9][cH:10][cH:11][cH:12]1. The reactants are CC(C)(C)OC(=O)N1CCNCC1, CC#N, O=[N+]([O-])c1ccc(F)c(F)c1. Yields the product CC(C)(C)OC(=O)N1CCN(c2ccc([N+](=O)[O-])cc2F)CC1. RXN SMILES: [C:12]([CH3:13])([CH3:14])([CH3:15])[O:16][C:17](=[O:18])[N:19]1[CH2:20][CH2:21][NH:22][CH2:23][CH2:24]1.[CH3:25][C:26]#[N:27].[F:1][c:2]1[cH:3][c:4]([N+:9](=[O:10])[O-:11])[cH:5][cH:6][c:7]1[F:8]>>[F:1][c:2]1[cH:3][c:4]([N+:9](=[O:10])[O-:11])[cH:5][cH:6][c:7]1[N:22]1[CH2:21][CH2:20][N:19]([C:17]([O:16][C:12]([CH3:13])([CH3:14])[CH3:15])=[O:18])[CH2:24][CH2:23]1. Starting materials: O.C1(=CC=C(C=C1)S(=O)(=O)O)C (p-toluene sulfonate monohydrate), C(C(O)C1=CC=CC=C1)(=O)NN (Mandelic acid hydrazide), trimethyl o-benzoate. The solvent is CN(C=O)C (dimethyl formamide). The product is C1(=CC=CC=C1)C=1OC(C(NN1)=O)C1=CC=CC=C1 (2,6-Diphenyl-4H-1,3,4-oxadiazine-5-one). Yield: 482.6%. Reaction SMILES: [C:1]([NH:11][NH2:12])(=[O:10])[CH:2]([C:4]1[CH:9]=[CH:8][CH:7]=[CH:6][CH:5]=1)[OH:3].O.[C:14]1([CH3:24])[CH:19]=[CH:18][C:17](S(O)(=O)=O)=[CH:16][CH:15]=1>CN(C)C=O>[C:14]1([C:24]2[O:3][CH:2]([C:4]3[CH:9]=[CH:8][CH:7]=[CH:6][CH:5]=3)[C:1](=[O:10])[NH:11][N:12]=2)[CH:19]=[CH:18][CH:17]=[CH:16][CH:15]=1 |f:1.2|. Procedure details: Mandelic acid hydrazide (1.66 g) and trimethyl o-benzoate (1.82 g) were heated under stirring in dimethyl formamide (30 ml) at 120° C. for 12 hours in the presence of p-toluene sulfonate monohydrate (0.2 g). The solvent was evaporated, and the residue was partitioned between ethyl acetate (150 ml) and water (50 ml). The ethyl acetate layer was washed with water (50 ml×2) and brine (50 ml), and then dried over magnesium sulfate. The solvent was evaporated, and the resulting residue was purified b...